From a dataset of the Open Reaction Database (ORD), a public repository of structured organic reaction records. describe an organic reaction: reactants, conditions, products, and yield Reactants: O=C([O-])O, CC(C)O, COc1cccc(C(=O)Cl)c1, Cn1nccc1-c1cc(N)ccc1O, [Na+], O. Yields the product COc1cccc(C(=O)Nc2ccc(O)c(-c3ccnn3C)c2)c1. RXN SMILES: [C:15](=[O:16])([OH:17])[O-:18].[CH3:20][CH:21]([OH:22])[CH3:23].[CH3:24][O:25][c:26]1[cH:27][c:28]([C:29](=[O:30])[Cl:31])[cH:32][cH:33][cH:34]1.[NH2:1][c:2]1[cH:3][c:4](-[c:9]2[cH:10][cH:11][n:12][n:13]2[CH3:14])[c:5]([OH:8])[cH:6][cH:7]1.[Na+:19].[OH2:35]>>[NH:1]([c:2]1[cH:3][c:4](-[c:9]2[cH:10][cH:11][n:12][n:13]2[CH3:14])[c:5]([OH:8])[cH:6][cH:7]1)[C:29]([c:28]1[cH:27][c:26]([O:25][CH3:24])[cH:34][cH:33][cH:32]1)=[O:30]. The reactants are CCCN(c1ncccc1[N+](=O)[O-])C1CCN(Cc2ccccc2)CC1, [Cl-], [Cl-], [Cl-], [NH4+], [OH-], [Ti+3]. Product: CCCN(c1ncccc1N)C1CCN(Cc2ccccc2)CC1. As a reaction SMILES: [CH2:1]([c:2]1[cH:3][cH:4][cH:5][cH:6][cH:7]1)[N:8]1[CH2:9][CH2:10][CH:11]([N:14]([c:15]2[n:16][cH:17][cH:18][cH:19][c:20]2[N+:21]([O-:22])=[O:23])[CH2:24][CH2:25][CH3:26])[CH2:12][CH2:13]1.[Cl-:29].[Cl-:31].[Cl-:32].[NH4+:27].[OH-:28].[Ti+3:30]>>[CH2:1]([c:2]1[cH:3][cH:4][cH:5][cH:6][cH:7]1)[N:8]1[CH2:9][CH2:10][CH:11]([N:14]([c:15]2[n:16][cH:17][cH:18][cH:19][c:20]2[NH2:21])[CH2:24][CH2:25][CH3:26])[CH2:12][CH2:13]1. Yield: 70.0%. The solvent is C1=CC=CC=C1 (benzene). Product: COC=1C=CC2=C(CN(CCS2)C=O)C1 (7-Methoxy-2,3-dihydrobenzo[f][1,4]thiazepine-4(5H)-carbaldehyde). Reactants: COC1=CC=C(C=C1)SCCNC=O (N-(2-(4-Methoxyphenylthio)ethyl)formamide), C=O (paraformaldehyde), C1(=CC=C(C=C1)S(=O)(=O)O)C (p-toluenesulfonic acid). Run at temperature 72.5 celsius, time 2 day. As a reaction SMILES: [CH3:1][O:2][C:3]1[CH:8]=[CH:7][C:6]([S:9][CH2:10][CH2:11][NH:12][CH:13]=[O:14])=[CH:5][CH:4]=1.C=O.[C:17]1(C)C=CC(S(O)(=O)=O)=CC=1>C1C=CC=CC=1>[CH3:1][O:2][C:3]1[CH:8]=[CH:7][C:6]2[S:9][CH2:10][CH2:11][N:12]([CH:13]=[O:14])[CH2:17][C:5]=2[CH:4]=1. Procedure details: A mixture of compound 14 (100 mg), paraformaldehyde (100 mg), p-toluenesulfonic acid (60 mg) in benzene (5 mL) was stirred at 70-75° C. for 2 days. Filtration, washing with sat. NaHCO3 and concentration gave crude product 15 in an estimated yield of ˜70% by TLC and NMR. The reactants are FC(C=1C=C(C(=O)N2CO[C@@](C2)(C2=CC=C(C=C2)F)CCN2CCC3(CC2)[C@H](CC2=CC=CC=C23)OCC(=O)N(CCCNC)C)C=C(C1)C(F)(F)F)(F)F (2-{[(2S)-1′-{2-[(5R)-3-[3,5-Bis(trifluoromethyl)benzoyl]-5-(4-fluorophenyl)-1,3-oxazolidin-5-yl]ethyl}-2,3-dihydrospiro[indene-1,4′-piperidin]-2-yl]oxy}-N-methyl-N-[3-(methylamino)propyl]acetamide), NC1=CC=C(C=N1)C(=O)O (6-aminopyridine-3-carboxylic acid), Cl.C(C)N=C=NCCCN(C)C (1-ethyl-3-(3-dimethylaminopropyl)carbodiimide hydrochloride). Reagents/catalysts: CN(C1=CC=NC=C1)C (4-dimethylaminopyridine). Run in C(Cl)Cl (methylene chloride), CN(C=O)C (N,N-dimethylformamide). Run at time 8 hour. Yields the product NC1=NC=C(C(=O)N(C)CCCN(C)C(CO[C@H]2CC3=CC=CC=C3C23CCN(CC3)CC[C@]3(CN(CO3)C(C3=CC(=CC(=C3)C(F)(F)F)C(F)(F)F)=O)C3=CC=C(C=C3)F)=O)C=C1 (6-Amino-N-{3-[({[(2S)-1′-{2-[(5R)-3-[3,5-bis(trifluoromethyl)benzoyl]-5-(4-fluorophenyl)-1,3-oxazolidin-5-yl]ethyl}-2,3-dihydrospiro[indene-1,4′-piperidin]-2-yl]oxy}acetyl)(methyl)amino]propyl}-N-methylnicotinamide). The yield is 84.8%. RXN SMILES: [F:1][C:2]([F:55])([F:54])[C:3]1[CH:4]=[C:5]([CH:47]=[C:48]([C:50]([F:53])([F:52])[F:51])[CH:49]=1)[C:6]([N:8]1[CH2:12][C@@:11]([CH2:20][CH2:21][N:22]2[CH2:27][CH2:26][C:25]3([C:35]4[C:30](=[CH:31][CH:32]=[CH:33][CH:34]=4)[CH2:29][C@@H:28]3[O:36][CH2:37][C:38]([N:40]([CH3:46])[CH2:41][CH2:42][CH2:43][NH:44][CH3:45])=[O:39])[CH2:24][CH2:23]2)([C:13]2[CH:18]=[CH:17][C:16]([F:19])=[CH:15][CH:14]=2)[O:10][CH2:9]1)=[O:7].[NH2:56][C:57]1[N:62]=[CH:61][C:60]([C:63]([OH:65])=O)=[CH:59][CH:58]=1.Cl.C(N=C=NCCCN(C)C)C>C(Cl)Cl.CN(C)C=O.CN(C)C1C=CN=CC=1>[NH2:56][C:57]1[CH:58]=[CH:59][C:60]([C:63]([N:44]([CH2:43][CH2:42][CH2:41][N:40]([C:38](=[O:39])[CH2:37][O:36][C@@H:28]2[C:25]3([CH2:26][CH2:27][N:22]([CH2:21][CH2:20][C@:11]4([C:13]5[CH:18]=[CH:17][C:16]([F:19])=[CH:15][CH:14]=5)[O:10][CH2:9][N:8]([C:6](=[O:7])[C:5]5[CH:47]=[C:48]([C:50]([F:51])([F:52])[F:53])[CH:49]=[C:3]([C:2]([F:54])([F:1])[F:55])[CH:4]=5)[CH2:12]4)[CH2:23][CH2:24]3)[C:35]3[C:30](=[CH:31][CH:32]=[CH:33][CH:34]=3)[CH2:29]2)[CH3:46])[CH3:45])=[O:65])=[CH:61][N:62]=1 |f:2.3|. Procedure details: The compound (200 mg, 0.257 mmol) obtained in Example 1k was dissolved in methylene chloride (3 mL)-N,N-dimethylformamide (2 mL), 6-aminopyridine-3-carboxylic acid (36 mg, 0.257 mmol), 1-ethyl-3-(3-dimethylaminopropyl)carbodiimide hydrochloride (74 mg, 0.386 mmol) and 4-dimethylaminopyridine (4 mg, 0.0258 mmol) were added, and the mixture was stirred overnight at room temperature. The solvent was evaporated under reduced pressure, and the resulting residue was purified by NH silica gel column ch... The reactants are O=C([O-])[O-], Cc1ccc(S(=O)(=O)OCC2COCCO2)cc1, CN(C)C=O, [Cs+], [Cs+], [I-], [K+], O=C1Nc2ccccc2C12COc1cc3c(cc12)OCO3. The product is O=C1N(CC2COCCO2)c2ccccc2C12COc1cc3c(cc12)OCO3. As a reaction SMILES: [C:22](=[O:23])([O-:24])[O-:25].[CH3:30][c:31]1[cH:32][cH:33][c:34]([S:35]([O:36][CH2:41][CH:42]2[O:43][CH2:44][CH2:45][O:46][CH2:47]2)(=[O:37])=[O:38])[cH:39][cH:40]1.[CH3:48][N:49]([CH3:50])[CH:51]=[O:52].[Cs+:26].[Cs+:27].[I-:29].[K+:28].[NH:1]1[C:2](=[O:21])[C:3]2([CH2:4][O:5][c:6]3[c:7]2[cH:8][c:9]2[c:10]([cH:14]3)[O:11][CH2:12][O:13]2)[c:15]2[cH:16][cH:17][cH:18][cH:19][c:20]21>>[N:1]1([CH2:41][CH:42]2[O:43][CH2:44][CH2:45][O:46][CH2:47]2)[C:2](=[O:21])[C:3]2([CH2:4][O:5][c:6]3[c:7]2[cH:8][c:9]2[c:10]([cH:14]3)[O:11][CH2:12][O:13]2)[c:15]2[cH:16][cH:17][cH:18][cH:19][c:20]21. The reactants are [Al+3], [H-], [H-], [H-], [H-], [Li+], C1CCOC1, COC(=O)CCCCCCCCCCCCCCCCCCCCCc1c(C)cc(OC)c(OC)c1O, O=S(=O)(O)O. The product is COc1cc(C)c(CCCCCCCCCCCCCCCCCCCCCCO)c(O)c1OC. Reaction SMILES: [Al+3:39].[H-:38].[H-:41].[H-:42].[H-:43].[Li+:40].[O:49]1[CH2:50][CH2:51][CH2:52][CH2:53]1.[OH:1][c:2]1[c:3]([CH2:13][CH2:14][CH2:15][CH2:16][CH2:17][CH2:18][CH2:19][CH2:20][CH2:21][CH2:22][CH2:23][CH2:24][CH2:25][CH2:26][CH2:27][CH2:28][CH2:29][CH2:30][CH2:31][CH2:32][CH2:33][C:34](=[O:35])[O:36][CH3:37])[c:4]([CH3:12])[cH:5][c:6]([O:10][CH3:11])[c:7]1[O:8][CH3:9].[S:44](=[O:45])(=[O:46])([OH:47])[OH:48]>>[OH:1][c:2]1[c:3]([CH2:13][CH2:14][CH2:15][CH2:16][CH2:17][CH2:18][CH2:19][CH2:20][CH2:21][CH2:22][CH2:23][CH2:24][CH2:25][CH2:26][CH2:27][CH2:28][CH2:29][CH2:30][CH2:31][CH2:32][CH2:33][CH2:34][OH:35])[c:4]([CH3:12])[cH:5][c:6]([O:10][CH3:11])[c:7]1[O:8][CH3:9]. RXN SMILES: C([N:8]([CH2:35][C@H:36]([OH:58])[CH2:37][O:38][C:39]1[CH:44]=[CH:43][C:42]([O:45]CC2C=CC=CC=2)=[C:41]([NH:53][S:54]([CH3:57])(=[O:56])=[O:55])[CH:40]=1)[C@H:9]1[CH2:14][CH2:13][C@H:12]([C:15]2[CH:34]=[CH:33][C:18]([C:19]([NH:21][CH2:22][CH2:23][C:24]3[C:32]4[C:27](=[CH:28][CH:29]=[CH:30][CH:31]=4)[NH:26][CH:25]=3)=[O:20])=[CH:17][CH:16]=2)[CH2:11][CH2:10]1)C1C=CC=CC=1>C(O)C.O1CCCC1.[Pd]>[OH:58][C@H:36]([CH2:37][O:38][C:39]1[CH:44]=[CH:43][C:42]([OH:45])=[C:41]([NH:53][S:54]([CH3:57])(=[O:55])=[O:56])[CH:40]=1)[CH2:35][NH:8][C@H:9]1[CH2:14][CH2:13][C@H:12]([C:15]2[CH:34]=[CH:33][C:18]([C:19]([NH:21][CH2:22][CH2:23][C:24]3[C:32]4[C:27](=[CH:28][CH:29]=[CH:30][CH:31]=4)[NH:26][CH:25]=3)=[O:20])=[CH:17][CH:16]=2)[CH2:11][CH2:10]1. Yields the product O[C@@H](CN[C@@H]1CC[C@H](CC1)C1=CC=C(C(=O)NCCC2=CNC3=CC=CC=C23)C=C1)COC1=CC(=C(C=C1)O)NS(=O)(=O)C (trans-4-{4-[((2S)-2-Hydroxy-3-{4-hydroxy-3-[(methylsulfonyl)amino]phenoxy}propyl)amino]cyclohexyl}-N-[2-(1H-indol-3-yl)ethyl]benzamide), solid. Conditions: time 3 hour. Yield: 40.0%. The solvent is C(C)O (ethanol), O1CCCC1 (tetrahydrofuran). The reactants are C(C1=CC=CC=C1)N([C@@H]1CC[C@H](CC1)C1=CC=C(C(=O)NCCC2=CNC3=CC=CC=C23)C=C1)C[C@@H](COC1=CC(=C(C=C1)OCC1=CC=CC=C1)NS(=O)(=O)C)O (trans-4-{4-[benzyl((2S)-3-{4-(benzyloxy)-3-[(methylsulfonyl)amino]phenoxy}-2-hydroxypropyl)amino]cyclohexyl}-N-[2-(1H-indol-3-yl)ethyl]benzamide). Reported procedure: A suspension of 0.246 g (0.3 mmol) of trans-4-{4-[benzyl((2S)-3-{4-(benzyloxy)-3-[(methylsulfonyl)amino]phenoxy}-2-hydroxypropyl)amino]cyclohexyl}-N-[2-(1H-indol-3-yl)ethyl]benzamide and of 0.332 g of palladium-on-charcoal (10% Pd, 50% in water) in a mixture of 5.4 ml of ethanol and 4 ml of tetrahydrofuran is placed under hydrogen atmosphere and is stirred for 3 h. The catalyst is subsequently filtered off and the solvents are evaporated under reduced pressure. The title compound is obtained in ... The reagents and catalysts are [Pd] (palladium-on-charcoal). Starting materials: CC(C)(C)c1ccc(CCC=O)cc1NC(=O)CC1c2ccccc2Oc2ccccc21, CCOC(C)=O, C[S+](C)(C)=O, [H-], [I-], [Na+], C1CCOC1. The product is CC(C)(C)c1ccc(CCC2CO2)cc1NC(=O)CC1c2ccccc2Oc2ccccc21. Reaction SMILES: [C:9]([CH3:10])([CH3:11])([CH3:12])[c:13]1[c:14]([NH:23][C:24]([CH2:25][CH:26]2[c:27]3[cH:28][cH:29][cH:30][cH:31][c:32]3[O:33][c:34]3[cH:35][cH:36][cH:37][cH:38][c:39]32)=[O:40])[cH:15][c:16]([CH2:19][CH2:20][CH:21]=[O:22])[cH:17][cH:18]1.[CH3:46][CH2:47][O:48][C:49](=[O:50])[CH3:51].[CH3:4][S+:5]([CH3:6])([CH3:7])=[O:8].[H-:1].[I-:3].[Na+:2].[O:41]1[CH2:42][CH2:43][CH2:44][CH2:45]1>>[CH2:4]1[CH:21]([CH2:20][CH2:19][c:16]2[cH:15][c:14]([NH:23][C:24]([CH2:25][CH:26]3[c:27]4[cH:28][cH:29][cH:30][cH:31][c:32]4[O:33][c:34]4[cH:35][cH:36][cH:37][cH:38][c:39]43)=[O:40])[c:13]([C:9]([CH3:10])([CH3:11])[CH3:12])[cH:18][cH:17]2)[O:22]1.